This data is from the Open Reaction Database (ORD), a public repository of structured organic reaction records. The task is: describe an organic reaction: reactants, conditions, products, and yield Starting materials: [Li+].[OH-] (LiOH), OO (H2O2), C(CCCCC)(=O)N1C(O[C@H]([C@H]1C)C1=CC=CC=C1)=O ((4R,5S)-3-hexanoyl-4-methyl-5-phenyloxazolidin-2-one). Solvent: O (water), C1CCOC1 (THF), O (water). Run at temperature 0 celsius, time 10 minute. The product is C(C=C)[C@@H](C(=O)O)CCCC ((S)-2-allylhexanoic acid). Isolated yield 63.0%. As a reaction SMILES: C(N1[C@H:12]([CH3:13])[C@H:11]([C:14]2[CH:19]=[CH:18][CH:17]=[CH:16][CH:15]=2)OC1=O)(=O)CCCCC.[Li+].[OH-:22].[OH:23]O>C1COCC1.O>[CH2:11]([C@H:14]([CH2:15][CH2:16][CH2:17][CH3:18])[C:19]([OH:23])=[O:22])[CH:12]=[CH2:13] |f:1.2|. Reported procedure: To a solution of the compound of step G (2) (1.22 g, 3.86 mmol) in THF (15.6 mL) was added water (3.86 mL), and the mixture cooled to 0° C. A solution of LiOH (185.7 mg, 7.75 mmol) and 30% H2O2 (3.51 mL) in water (12.1 mL) was added, and the combined mixture stirred for 10 minutes at 0° C. The ice bath was removed, and the reaction was allowed to continue for 1 h at rt. A solution of sodium sulfite (440 mg) was added, and the reaction stirred for 10 min. Saturated sodium carbonate solution was a... Conditions: temperature 10 celsius, time 4 hour. The reagents and catalysts are CC(C)([P](C(C)(C)C)([Pd][P](C(C)(C)C)(C(C)(C)C)C(C)(C)C)C(C)(C)C)C (bis(tri-tert-butylphosphine)palladium). Reaction SMILES: Br[C:2]1[CH:3]=[N:4][N:5]([C:27]2[CH:34]=[CH:33][C:30]([C:31]#[N:32])=[CH:29][CH:28]=2)[C:6]=1[C:7]1[C:8](=[O:26])[N:9]([CH3:25])[C:10](=[O:24])[N:11]([C:14]2[CH:19]=[CH:18][CH:17]=[C:16]([C:20]([F:23])([F:22])[F:21])[CH:15]=2)[C:12]=1[CH3:13].C(N(CC)C(C)C)(C)C.CO.[C:46]([O:49][CH2:50]C)(=[O:48])C>O1CCOCC1.CC(C)([P](C(C)(C)C)([Pd][P](C(C)(C)C)(C(C)(C)C)C(C)(C)C)C(C)(C)C)C>[CH3:50][O:49][C:46]([C:2]1[CH:3]=[N:4][N:5]([C:27]2[CH:34]=[CH:33][C:30]([C:31]#[N:32])=[CH:29][CH:28]=2)[C:6]=1[C:7]1[C:8](=[O:26])[N:9]([CH3:25])[C:10](=[O:24])[N:11]([C:14]2[CH:19]=[CH:18][CH:17]=[C:16]([C:20]([F:23])([F:22])[F:21])[CH:15]=2)[C:12]=1[CH3:13])=[O:48] |^1:60,66|. Reactants: C(C)(=O)OCC (ethyl acetate), BrC=1C=NN(C1C=1C(N(C(N(C1C)C1=CC(=CC=C1)C(F)(F)F)=O)C)=O)C1=CC=C(C#N)C=C1 (4-(4-bromo-5-(3,6-dimethyl-2,4-dioxo-1-(3-(trifluoromethyl)phenyl)-1,2,3,4-tetrahydropyrimidin-5-yl)-1H-pyrazol-1-yl)benzonitrile), C(C)(C)N(C(C)C)CC (N,N-diisopropylethylamine), CO (methanol). Procedure details: To a solution of 4-(4-bromo-5-(3,6-dimethyl-2,4-dioxo-1-(3-(trifluoromethyl)phenyl)-1,2,3,4-tetrahydropyrimidin-5-yl)-1H-pyrazol-1-yl)benzonitrile (prepared in Example 93) (50.4 mg) in 1,4-dioxane (1.0 ml) were added bis(tri-tert-butylphosphine)palladium (4.9 mg), N,N-diisopropylethylamine (32.0 L) and methanol (1.0 mL), and the resulting mixture was stirred at 10° C. under carbon monoxide atmosphere for four hours. To the reaction mixture was added ethyl acetate (100 ml) and the resulting mixtu... The solvent is O1CCOCC1 (1,4-dioxane). Yields the product COC(=O)C=1C=NN(C1C=1C(N(C(N(C1C)C1=CC(=CC=C1)C(F)(F)F)=O)C)=O)C1=CC=C(C=C1)C#N (methyl-1-(4-cyanophenyl)-5-(3,6-dimethyl-2,4-dioxo-1-(3-(trifluoromethyl)phenyl)-1,2,3,4-tetrahydropyrimidin-5-yl)-1H-pyrazole-4-carboxylate).